This data is from the Open Reaction Database (ORD), a public repository of structured organic reaction records. The task is: describe an organic reaction: reactants, conditions, products, and yield The reactants are NC(=O)C(Br)C(=O)c1ccccc1C(F)(F)F, CCO, NC(N)=S. Product: N=C(N)SC(C(N)=O)C(=O)c1ccccc1C(F)(F)F. Reaction SMILES: [Br:5][CH:6]([C:7](=[O:8])[NH2:9])[C:10]([c:11]1[c:12]([C:17]([F:18])([F:19])[F:20])[cH:13][cH:14][cH:15][cH:16]1)=[O:21].[CH3:22][CH2:23][OH:24].[NH2:1][C:2]([NH2:3])=[S:4]>>[NH2:1][C:2](=[NH:3])[S:4][CH:6]([C:7](=[O:8])[NH2:9])[C:10]([c:11]1[c:12]([C:17]([F:18])([F:19])[F:20])[cH:13][cH:14][cH:15][cH:16]1)=[O:21].